This data is from the Open Reaction Database (ORD), a public repository of structured organic reaction records. The task is: describe an organic reaction: reactants, conditions, products, and yield Reactants: BrC1=C(C=CC(=C1)F)OC (2-bromo-4-fluoroanisol), ClC=1C=C2C(C(NC2=CC1)=O)=O (5-chloroisatin). Yields the product ClC=1C=C2C(C(NC2=CC1)=O)(O)C1=C(C=CC(=C1)F)OC (5-chloro-3-(5-fluoro-2-methoxyphenyl)-3-hydroxy-1,3-dihydro-2H-indol-2-one). Yield: 92.6%. Reaction SMILES: Br[C:2]1[CH:7]=[C:6]([F:8])[CH:5]=[CH:4][C:3]=1[O:9][CH3:10].[Cl:11][C:12]1[CH:13]=[C:14]2[C:18](=[CH:19][CH:20]=1)[NH:17][C:16](=[O:21])[C:15]2=[O:22]>>[Cl:11][C:12]1[CH:13]=[C:14]2[C:18](=[CH:19][CH:20]=1)[NH:17][C:16](=[O:21])[C:15]2([C:2]1[CH:7]=[C:6]([F:8])[CH:5]=[CH:4][C:3]=1[O:9][CH3:10])[OH:22]. Procedure: With 16.9 g of 2-bromo-4-fluoroanisol and 10.0 g of 5-chloroisatin as starting materials, 15.7 g of the title compound (yellow solid) was obtained by a similar method to Step 21-1. The reactants are O=C([O-])[O-], COc1ccc(O)cc1, CN(C)C=O, CCOC(C)=O, Nc1ccc(Cl)c([N+](=O)[O-])c1, [Cs+], [Cs+], O. The product is COc1ccc(Oc2ccc(N)cc2[N+](=O)[O-])cc1. RXN SMILES: [C:21](=[O:22])([O-:23])[O-:24].[CH3:12][O:13][c:14]1[cH:15][cH:16][c:17]([OH:20])[cH:18][cH:19]1.[CH3:28][N:29]([CH3:30])[CH:31]=[O:32].[CH3:33][CH2:34][O:35][C:36](=[O:37])[CH3:38].[Cl:1][c:2]1[c:3]([N+:9](=[O:10])[O-:11])[cH:4][c:5]([NH2:6])[cH:7][cH:8]1.[Cs+:25].[Cs+:26].[OH2:27]>>[c:2]1([O:20][c:17]2[cH:16][cH:15][c:14]([O:13][CH3:12])[cH:19][cH:18]2)[c:3]([N+:9](=[O:10])[O-:11])[cH:4][c:5]([NH2:6])[cH:7][cH:8]1.